Dataset: the Open Reaction Database (ORD), a public repository of structured organic reaction records. Task: describe an organic reaction: reactants, conditions, products, and yield The reactants are NC[C@@H]1CC[C@H](CC1)C(=O)O (Trans-4-(aminomethyl)-cyclohexane carboxylic acid), C1(=CC=CC=C1)C (toluene), C1(=CC=C(C=C1)S(=O)(=O)O)C (p-toluenesulfonic acid), C(C1=CC=CC=C1)O (benzyl alcohol). Yields the product C1(=CC=C(C=C1)S(=O)(=O)O)C.C(C1=CC=CC=C1)OC(=O)[C@@H]1CC[C@H](CC1)CN (Trans-4-(Amino methyl)-cyclohexane carboxylic acid benzyl ester para-toluenesulfonate salt). Isolated yield 96.0%. RXN SMILES: [NH2:1][CH2:2][C@H:3]1[CH2:8][CH2:7][C@H:6]([C:9]([OH:11])=[O:10])[CH2:5][CH2:4]1.[C:12]1([CH3:22])[CH:17]=[CH:16][C:15]([S:18]([OH:21])(=[O:20])=[O:19])=[CH:14][CH:13]=1.[CH2:23](O)[C:24]1[CH:29]=[CH:28][CH:27]=[CH:26][CH:25]=1.C1(C)C=CC=CC=1>>[C:12]1([CH3:22])[CH:13]=[CH:14][C:15]([S:18]([OH:21])(=[O:19])=[O:20])=[CH:16][CH:17]=1.[CH2:23]([O:10][C:9]([C@H:6]1[CH2:5][CH2:4][C@H:3]([CH2:2][NH2:1])[CH2:8][CH2:7]1)=[O:11])[C:24]1[CH:29]=[CH:28][CH:27]=[CH:26][CH:25]=1 |f:4.5|. Procedure: Trans-4-(aminomethyl)-cyclohexane carboxylic acid (50 g (0.318Moles)), p-toluenesulfonic acid (61.7 g (0.324Moles)), benzyl alcohol (250 ML (2.4 Moles)) and toluene (250 ML) were combined and stirred. The resulting mixture was refluxed for 24 hours and the liberated water was removed azeotropically using a Dean-Stark apparatus. A clear solution was obtained after 5 hours of refluxing. The solution was allowed to cool to room temperature and the product crystallized. The mixture was vacuum filter... Reactants: ClC(Cl)Cl, CCCCCC(=O)CCl, c1ccc(P(c2ccccc2)c2ccccc2)cc1. Yields the product CCCCCC(=O)C=[PH2]c1ccccc1. As a reaction SMILES: [CH:29]([Cl:30])([Cl:31])[Cl:32].[Cl:1][CH2:2][C:3]([CH2:4][CH2:5][CH2:6][CH2:7][CH3:8])=[O:9].[c:10]1([P:16]([c:17]2[cH:18][cH:19][cH:20][cH:21][cH:22]2)[c:23]2[cH:24][cH:25][cH:26][cH:27][cH:28]2)[cH:11][cH:12][cH:13][cH:14][cH:15]1>>[CH:2]([C:3]([CH2:4][CH2:5][CH2:6][CH2:7][CH3:8])=[O:9])=[PH2:16][c:10]1[cH:11][cH:12][cH:13][cH:14][cH:15]1. Reactants: [Al+3], COc1ccccc1, [Cl-], [Cl-], [Cl-], ClCCl, O=C(Cl)Cc1cccs1. Yields the product COc1ccc(C(=O)Cc2cccs2)cc1. RXN SMILES: [Al+3:19].[CH3:10][O:11][c:12]1[cH:13][cH:14][cH:15][cH:16][cH:17]1.[Cl-:18].[Cl-:20].[Cl-:21].[Cl:22][CH2:23][Cl:24].[s:1]1[c:2]([CH2:6][C:7](=[O:8])[Cl:9])[cH:3][cH:4][cH:5]1>>[s:1]1[c:2]([CH2:6][C:7](=[O:8])[c:15]2[cH:14][cH:13][c:12]([O:11][CH3:10])[cH:17][cH:16]2)[cH:3][cH:4][cH:5]1. Reactants: ClC1=CC=C(C=C1)CCN1CCNCC1 (1-[2-(4-chlorophenyl)-ethyl]piperazine), FC(C1=C(C(=O)Cl)C=CC=C1)(F)F (2-trifluoromethylbenzoyl chloride). The solvent is ClCCl (dichloromethane). Run at time 1 hour. Product: Cl.ClC1=CC=C(C=C1)CCN1CCN(CC1)C(C1=C(C=CC=C1)C(F)(F)F)=O (1-[2-(4-chlorophenyl)-ethyl]-4-(2-trifluoromethylbenzoyl)-piperazine hydrochloride). As a reaction SMILES: [Cl:1][C:2]1[CH:7]=[CH:6][C:5]([CH2:8][CH2:9][N:10]2[CH2:15][CH2:14][NH:13][CH2:12][CH2:11]2)=[CH:4][CH:3]=1.[F:16][C:17]([F:28])([F:27])[C:18]1[CH:26]=[CH:25][CH:24]=[CH:23][C:19]=1[C:20](Cl)=[O:21]>ClCCl>[ClH:1].[Cl:1][C:2]1[CH:7]=[CH:6][C:5]([CH2:8][CH2:9][N:10]2[CH2:11][CH2:12][N:13]([C:20](=[O:21])[C:19]3[CH:23]=[CH:24][CH:25]=[CH:26][C:18]=3[C:17]([F:16])([F:27])[F:28])[CH2:14][CH2:15]2)=[CH:4][CH:3]=1 |f:3.4|. Reported procedure: 5 g of 1-[2-(4-chlorophenyl)-ethyl]piperazine are dissolved in 75 ml of dichloromethane, and a solution of 4.65 g of 2-trifluoromethylbenzoyl chloride is added dropwise within a period of 10 minutes. The whole is heated under reflux for 5 minutes, allowed to stand at room temperature for 1 hour, is concentrated to dryness by evaporation, extracted with warm acetone and precipitated with hexane. 1-[2-(4-chlorophenyl)-ethyl]-4-(2-trifluoromethylbenzoyl)-piperazine hydrochloride having a melting po...